From a dataset of the Open Reaction Database (ORD), a public repository of structured organic reaction records. describe an organic reaction: reactants, conditions, products, and yield Reagents/catalysts: C(C)(=O)[O-].[Pd+2].C(C)(=O)[O-] (palladium acetate). The product is C1OC=2C=C(C=CC2O1)NC1=CC(=C(C(=C1)OC)OC)OC (N-(3,4-Methylenedioxyphenyl)-3,4,5-trimethoxyaniline). Reaction conditions: temperature 100 celsius. The solvent is C1(=CC=CC=C1)C (toluene), O (water), ClCCl (dichloromethane). RXN SMILES: [CH3:1][O:2][C:3]1[CH:4]=[C:5](I)[CH:6]=[C:7]([O:11][CH3:12])[C:8]=1[O:9][CH3:10].C1(P(C2C=CC=CC=2)C2C=CC3C(=CC=CC=3)C=2C2C3C(=CC=CC=3)C=CC=2P(C2C=CC=CC=2)C2C=CC=CC=2)C=CC=CC=1.C([O-])(C)(C)C.[K+].[CH2:66]1[O:75][C:74]2[CH:73]=[CH:72][C:70]([NH2:71])=[CH:69][C:68]=2[O:67]1>C1(C)C=CC=CC=1.C([O-])(=O)C.[Pd+2].C([O-])(=O)C.O.ClCCl>[CH2:66]1[O:75][C:74]2[CH:73]=[CH:72][C:70]([NH:71][C:5]3[CH:4]=[C:3]([O:2][CH3:1])[C:8]([O:9][CH3:10])=[C:7]([O:11][CH3:12])[CH:6]=3)=[CH:69][C:68]=2[O:67]1 |f:2.3,6.7.8|. Reported procedure: 10 mmol of 3,4,5-trimethoxyiodobenzene, 0.4 mmol of palladium acetate, 0.4 mmol of 2,2′-bis(diphenylphosphino)-1,1′-bi naphthyl and 14 mmol of potassium tert-butanolate are added to 10 mmol of 3,4-methylenedioxyaniline dissolved in toluene. After heating for 15 minutes at 100° C., the reaction mixture is brought to ambient temperature, and then dichloromethane and water are added. The organic phase is subsequently separated off and distilled under reduced pressure. The residue is purified by chr... Starting materials: COC=1C=C(C=C(C1OC)OC)I (3,4,5-trimethoxyiodobenzene), C1(=CC=CC=C1)P(C1=C(C2=CC=CC=C2C=C1)C1=C(C=CC2=CC=CC=C12)P(C1=CC=CC=C1)C1=CC=CC=C1)C1=CC=CC=C1 (2,2′-bis(diphenylphosphino)-1,1′-bi naphthyl), C(C)(C)(C)[O-].[K+] (potassium tert-butanolate), C1OC=2C=C(N)C=CC2O1 (3,4-methylenedioxyaniline). Reactants: BrC1=CC=C(C=C1)C1=C(C(=NO1)C)C(CN[C@H]1CCC2=CC=CC=C12)O (1-[5-(4-bromo-phenyl)-3-methyl-isoxazol-4-yl]-2-((S)-indan-1-ylamino)-ethanol), C(C)OC(=O)C1(CC1)C1=CC=C(C=C1)B1OC(C(O1)(C)C)(C)C (1-[4-(4,4,5,5-tetramethyl-[1,3,2]dioxaborolan-2-yl)-phenyl]-cyclopropanecarboxylic acid ethyl ester). The product is C(C)OC(=O)C1(CC1)C1=CC=C(C=C1)C1=CC=C(C=C1)C1=C(C(=NO1)C)C(CN[C@H]1CCC2=CC=CC=C12)O (1-(4′-{4-[1-Hydroxy-2-((S)-indan-1-ylamino)-ethyl]-3-methyl-isoxazol-5-yl}-biphenyl-4-yl)-cyclopropanecarboxylic acid ethyl ester). As a reaction SMILES: Br[C:2]1[CH:7]=[CH:6][C:5]([C:8]2[O:12][N:11]=[C:10]([CH3:13])[C:9]=2[CH:14]([OH:26])[CH2:15][NH:16][C@@H:17]2[C:25]3[C:20](=[CH:21][CH:22]=[CH:23][CH:24]=3)[CH2:19][CH2:18]2)=[CH:4][CH:3]=1.[CH2:27]([O:29][C:30]([C:32]1([C:35]2[CH:40]=[CH:39][C:38](B3OC(C)(C)C(C)(C)O3)=[CH:37][CH:36]=2)[CH2:34][CH2:33]1)=[O:31])[CH3:28]>>[CH2:27]([O:29][C:30]([C:32]1([C:35]2[CH:40]=[CH:39][C:38]([C:2]3[CH:7]=[CH:6][C:5]([C:8]4[O:12][N:11]=[C:10]([CH3:13])[C:9]=4[CH:14]([OH:26])[CH2:15][NH:16][C@@H:17]4[C:25]5[C:20](=[CH:21][CH:22]=[CH:23][CH:24]=5)[CH2:19][CH2:18]4)=[CH:4][CH:3]=3)=[CH:37][CH:36]=2)[CH2:33][CH2:34]1)=[O:31])[CH3:28]. Procedure: Prepared according to the procedure described in Example 110, Step 3, using 1-[5-(4-bromo-phenyl)-3-methyl-isoxazol-4-yl]-2-((S)-indan-1-ylamino)-ethanol and 1-[4-(4,4,5,5-tetramethyl-[1,3,2]dioxaborolan-2-yl)-phenyl]-cyclopropanecarboxylic acid ethyl ester. The reactants are CC(C)(C)[Si](C)(C)Cl, CN(C)C=O, O=C1CC(O)c2ccc(F)cc21, c1c[nH]cn1. Product: CC(C)(C)[Si](C)(C)OC1CC(=O)c2cc(F)ccc21. As a reaction SMILES: [C:13]([CH3:14])([CH3:15])([CH3:16])[Si:17]([CH3:18])([CH3:19])[Cl:20].[CH3:26][N:27]([CH3:28])[CH:29]=[O:30].[OH:1][CH:2]1[CH2:3][C:4](=[O:12])[c:5]2[cH:6][c:7]([F:11])[cH:8][cH:9][c:10]21.[nH:21]1[cH:22][cH:23][n:24][cH:25]1>>[O:1]([CH:2]1[CH2:3][C:4](=[O:12])[c:5]2[cH:6][c:7]([F:11])[cH:8][cH:9][c:10]21)[Si:17]([C:13]([CH3:14])([CH3:15])[CH3:16])([CH3:18])[CH3:19]. The reactants are C1(CCCC1)(C1(CCCC1)O)O (bicyclopentyl-1,1′-diol), B(OC)(OC)OC (trimethyl borate). Run at time 2 day. Product: COB1OC2(C3(CCCC3)O1)CCCC2 (12-methoxy-11,13-dioxa-12-bora-dispiro[4.0.4.3]tridecane). RXN SMILES: [C:1]1([OH:12])([C:6]2([OH:11])[CH2:10][CH2:9][CH2:8][CH2:7]2)[CH2:5][CH2:4][CH2:3][CH2:2]1.[B:13](OC)(OC)[O:14][CH3:15]>>[CH3:15][O:14][B:13]1[O:11][C:6]2([CH2:10][CH2:9][CH2:8][CH2:7]2)[C:1]2([CH2:2][CH2:3][CH2:4][CH2:5]2)[O:12]1. Reported procedure: 12-methoxy-11,13-dioxa-12-bora-dispiro[4.0.4.3]tridecane was prepared as follows. 5 g of bicyclopentyl-1,1′-diol was dissolved in 50 ml of trimethyl borate. The reaction mixture was stirred at room temperature under nitrogen for 2 days. Excess solvent was removed in a rotary evaporator and the residue was purified by vacuum distillation. Yield of the 12-methoxy-11,13-dioxa-12-bora-dispiro[4.0.4.3]tridecane was 5.27 g (85%) as a liguid with b.p. 68-70° C. 1H NMR (500 MHz, C6D6, TMS): δ 1.20-1.90 ... Reaction SMILES: [H-:1].[I:16][CH3:17].[Na+:2].[O:18]=[CH:19][N:20]([CH3:21])[CH3:22].[nH:3]1[cH:4][cH:5][c:6]2[c:7]([C:12](=[O:13])[O:14][CH3:15])[cH:8][cH:9][cH:10][c:11]12>>[n:3]1([CH3:17])[cH:4][cH:5][c:6]2[c:7]([C:12](=[O:13])[O:14][CH3:15])[cH:8][cH:9][cH:10][c:11]12. The reactants are [H-], CI, [Na+], CN(C)C=O, COC(=O)c1cccc2[nH]ccc12. Yields the product COC(=O)c1cccc2c1ccn2C. The reactants are O=C1C2=C(OCC3=C1C=CC=C3)C=CC(=C2)CCC(=O)O (3-(6,11-dihydro-11-oxo-dibenz[b,e]oxepin-2-yl)propanoic acid). The reagents and catalysts are [Zn] (zinc). Solvent: C(C)(=O)O (acetic acid). Yields the product C1=C(C=CC=2OCC3=C(CC21)C=CC=C3)CCC(=O)O (3-(6,11-Dihydro-dibenz[b,e]oxepin-2-yl)propanoic acid). The yield is 75.4%. As a reaction SMILES: O=[C:2]1[C:8]2[CH:9]=[CH:10][CH:11]=[CH:12][C:7]=2[CH2:6][O:5][C:4]2[CH:13]=[CH:14][C:15]([CH2:17][CH2:18][C:19]([OH:21])=[O:20])=[CH:16][C:3]1=2>C(O)(=O)C.[Zn]>[CH:16]1[C:3]2[CH2:2][C:8]3[CH:9]=[CH:10][CH:11]=[CH:12][C:7]=3[CH2:6][O:5][C:4]=2[CH:13]=[CH:14][C:15]=1[CH2:17][CH2:18][C:19]([OH:21])=[O:20]. Procedure: A solution of 3-(6,11-dihydro-11-oxo-dibenz[b,e]oxepin-2-yl)propanoic acid (6.0 g) in 120 ml glacial acetic acid was treated with zinc dust (18.0 g) in portions over 1 minute. This slurry was heated at reflux for 2 hours then filtered while hot through a sintered funnel. The filtrate was evaporated, taken up in ethyl acetate and washed with dilute HCl, then dried and evaporated to a solid. This solid was recrystallized from ethyl acetate to give 4.3 g of crystals, m.p. 181-183° C. Starting materials: Intermediate 19, COC(C(CC1CCCC1)Br)=O (2-bromo-3-cyclopentyl-propionic acid methyl ester), ClC1=C(OC2=CC(NN=C2)=O)C=CC=C1Cl (5-(2,3-dichloro-phenoxy)-2H-pyridazin-3-one), COC(C(CC1CCCC1)Br)=O (2-bromo-3-cyclopentyl-propionic acid methyl ester). The product is C1(CCCC1)CC(C(=O)O)N1N=CC(=CC1=O)OC1=C(C(=CC=C1)Cl)Cl (3-cyclopentyl-2-[4-(2,3-dichloro-phenoxy)-6-oxo-6H-pyridazin-1-yl]-propionic acid). Reaction SMILES: [Cl:1][C:2]1[C:15]([Cl:16])=[CH:14][CH:13]=[CH:12][C:3]=1[O:4][C:5]1[CH:10]=[N:9][NH:8][C:7](=[O:11])[CH:6]=1.C[O:18][C:19](=[O:28])[CH:20](Br)[CH2:21][CH:22]1[CH2:26][CH2:25][CH2:24][CH2:23]1>>[CH:22]1([CH2:21][CH:20]([N:8]2[C:7](=[O:11])[CH:6]=[C:5]([O:4][C:3]3[CH:12]=[CH:13][CH:14]=[C:15]([Cl:16])[C:2]=3[Cl:1])[CH:10]=[N:9]2)[C:19]([OH:28])=[O:18])[CH2:26][CH2:25][CH2:24][CH2:23]1. Reported procedure: In an analogous manner to the stepwise sequence outlined in Intermediate 19 steps 4-5, starting from 5-(2,3-dichloro-phenoxy)-2H-pyridazin-3-one alkylating with 2-bromo-3-cyclopentyl-propionic acid methyl ester (Intermediate 10) afforded 3-cyclopentyl-2-[4-(2,3-dichloro-phenoxy)-6-oxo-6H-pyridazin-1-yl]-propionic acid (12 g, 78% for the final step); LC-MS: 307 [M+1]+, tR=2.50 min. HPLC: 30.31% at 214 nm, 90.71% at 254 nm, tR=3.81 min. 1H NMR (300 MHz, DMSO-d6): δ 8.18 (s, 1H), 7.63 (d, 1H, J=2.1...